describe an organic reaction: reactants, conditions, products, and yield From a dataset of the Open Reaction Database (ORD), a public repository of structured organic reaction records. Starting materials: O[C@@H](C(=O)N)C[C@H](CCCC)C ((2R,4S)-2-Hydroxy-4-methylcaprylic amide), O1CCCC=C1 (3,4-dihydropyran), C(O)([O-])=O.[Na+] (sodium hydrogencarbonate). The reagents and catalysts are C1(=CC=C(C=C1)S(=O)(=O)O)C (p-toluenesulfonic acid). Run in C(C)OCC (diethyl ether). Reaction conditions: time 8 hour. Yields the product O1C(CCCC1)O[C@@H](C(=O)N)C[C@H](CCCC)C ((2R,4S)-2-Tetrahydropyranyloxy-4-methylcaprylic amide). The yield is 67.3%. As a reaction SMILES: [OH:1][C@H:2]([CH2:6][C@@H:7]([CH3:12])[CH2:8][CH2:9][CH2:10][CH3:11])[C:3]([NH2:5])=[O:4].[O:13]1[CH:18]=[CH:17][CH2:16][CH2:15][CH2:14]1.C(=O)([O-])O.[Na+]>C1(C)C=CC(S(O)(=O)=O)=CC=1.C(OCC)C>[O:13]1[CH2:18][CH2:17][CH2:16][CH2:15][CH:14]1[O:1][C@H:2]([CH2:6][C@@H:7]([CH3:12])[CH2:8][CH2:9][CH2:10][CH3:11])[C:3]([NH2:5])=[O:4] |f:2.3|. Procedure details: In a flask were charged 3.5 g of (2R,4S)-2-hydroxy-4-methylcaprylic amide synthesized in Step 5, 2.21 g of 3,4-dihydropyran, 50 ml of diethyl ether, and 0.1 g of p-toluenesulfonic acid at room temperature, and the mixture was stirred at room temperature overnight. The reaction mixture was poured into 100 ml of a 1% sodium hydrogencarbonate aqueous solution and extracted with diethyl ether. The extract was washed with water and concentrated to obtain 6.6 g of a crude product, which was then purif... The reactants are O=C([O-])[O-], O=c1cc(OCc2ccccc2)cc[nH]1, C1CCOC1, CCCC[N+](CCCC)(CCCC)CCCC, [Cs+], [Cs+], O=C(N1CCc2ccc(CCI)cc2CC1)C(F)(F)F, [I-], CN(C)C=O. Yields the product O=C(N1CCc2ccc(CCn3ccc(OCc4ccccc4)cc3=O)cc2CC1)C(F)(F)F. As a reaction SMILES: [C:16](=[O:17])([O-:18])[O-:19].[CH2:1]([c:2]1[cH:3][cH:4][cH:5][cH:6][cH:7]1)[O:8][c:9]1[cH:10][c:11](=[O:15])[nH:12][cH:13][cH:14]1.[CH2:42]1[O:43][CH2:44][CH2:45][CH2:46]1.[CH2:48]([N+:49]([CH2:50][CH2:51][CH2:52][CH3:53])([CH2:54][CH2:55][CH2:56][CH3:57])[CH2:58][CH2:59][CH2:60][CH3:61])[CH2:62][CH2:63][CH3:64].[Cs+:20].[Cs+:21].[F:22][C:23]([C:24](=[O:25])[N:26]1[CH2:27][CH2:28][c:29]2[c:30]([cH:33][cH:34][c:35]([CH2:37][CH2:38][I:39])[cH:36]2)[CH2:31][CH2:32]1)([F:40])[F:41].[I-:47].[O:65]=[CH:66][N:67]([CH3:68])[CH3:69]>>[CH2:1]([c:2]1[cH:3][cH:4][cH:5][cH:6][cH:7]1)[O:8][c:9]1[cH:10][c:11](=[O:15])[n:12]([CH2:38][CH2:37][c:35]2[cH:34][cH:33][c:30]3[c:29]([cH:36]2)[CH2:28][CH2:27][N:26]([C:24]([C:23]([F:22])([F:40])[F:41])=[O:25])[CH2:32][CH2:31]3)[cH:13][cH:14]1. As a reaction SMILES: [CH3:64][C:65](=[O:66])[CH3:67].[N+:41](=[O:42])([O-:43])[c:44]1[cH:45][cH:46][c:47]([S:50](=[O:51])([O:52][c:53]2[s:54][c:55]3[cH:56][cH:57][cH:58][cH:59][c:60]3[n:61]2)=[S:62])[cH:48][cH:49]1.[OH2:63].[c:1]1([CH2:7][C:8](=[O:9])[NH:10][CH:11]2[C:12](=[O:40])[N:13]([CH:26]([C:27](=[O:28])[O:29][CH2:30][c:31]3[cH:32][cH:33][cH:34][cH:35][cH:36]3)[C:37](=[CH2:38])[CH3:39])[CH:14]2[S:15][S:16][c:17]2[s:18][c:19]3[cH:20][cH:21][cH:22][cH:23][c:24]3[n:25]2)[cH:2][cH:3][cH:4][cH:5][cH:6]1>>[c:1]1([CH2:7][C:8](=[O:9])[NH:10][CH:11]2[C:12](=[O:40])[N:13]([CH:26]([C:27](=[O:28])[O:29][CH2:30][c:31]3[cH:32][cH:33][cH:34][cH:35][cH:36]3)[C:37](=[CH2:38])[CH3:39])[CH:14]2[S:52][S:50]([c:47]2[cH:46][cH:45][c:44]([N+:41](=[O:42])[O-:43])[cH:49][cH:48]2)(=[O:51])=[O:62])[cH:2][cH:3][cH:4][cH:5][cH:6]1. The product is C=C(C)C(C(=O)OCc1ccccc1)N1C(=O)C(NC(=O)Cc2ccccc2)C1SS(=O)(=O)c1ccc([N+](=O)[O-])cc1. Reactants: CC(C)=O, O=[N+]([O-])c1ccc(S(=O)(=S)Oc2nc3ccccc3s2)cc1, O, C=C(C)C(C(=O)OCc1ccccc1)N1C(=O)C(NC(=O)Cc2ccccc2)C1SSc1nc2ccccc2s1. Reactants: CC1CC(C2=CC=CC=C2S1)=O (3,4-dihydro-3-methyl-4-thia-1(2H)naphthalenone), C(C)OC(N(C)C)OCC (N,N-dimethyl formamide diethylacetal). The product is CN(C)C=C1C(C2=CC=CC=C2SC1C)=O (3,4-Dihydro-2-dimethylaminomethylene-3-methyl-4-thia-1(2H)-naphthalenone), compound. Reaction SMILES: [CH3:1][CH:2]1[S:11][C:10]2[C:5](=[CH:6][CH:7]=[CH:8][CH:9]=2)[C:4](=[O:12])[CH2:3]1.C(O[CH:16](OCC)[N:17]([CH3:19])[CH3:18])C>>[CH3:16][N:17]([CH:19]=[C:3]1[CH:2]([CH3:1])[S:11][C:10]2[C:5](=[CH:6][CH:7]=[CH:8][CH:9]=2)[C:4]1=[O:12])[CH3:18]. Procedure details: 3,4-Dihydro-2-dimethylaminomethylene-3-methyl-4-thia-1(2H)-naphthalenone was prepared from 3,4-dihydro-3-methyl-4-thia-1(2H)naphthalenone (1.55 mg, 0.87 mmol),[Clayton, S E et al. Tetrahedron (1993) 49, 939], and N,N-dimethyl formamide diethylacetal (2 ml) to give the compound as yellow crystals (161 mg). δH (CDCl3) 8.12 (1H, dd, J 1.5, 7.8 Hz), 7.50 (1H, s), 7.34-7.16 (3H, m), 4.36 (1H, q, J 7.1 Hz), 3.16 (6H, s) and 1.57 (1H, d, J 7.0 Hz). MS (ES+) 234 (MH+, 100%). Starting materials: BrC1=C(CBr)C=CC=C1C (2-bromo-3-methylbenzylbromide), C([O-])(O)=O.[Na+] (sodiumbicarbonate), C(C)(=O)O (acetic acid). Run in CO (methanol). Product: BrC1=C(C=CC=C1C)COC (2-bromo-1-methoxymethyl-3-methylbenzene). The yield is 99.0%. As a reaction SMILES: [Br:1][C:2]1[C:9]([CH3:10])=[CH:8][CH:7]=[CH:6][C:3]=1[CH2:4]Br.[C:11](=O)(O)[O-:12].[Na+].C(O)(=O)C>CO>[Br:1][C:2]1[C:9]([CH3:10])=[CH:8][CH:7]=[CH:6][C:3]=1[CH2:4][O:12][CH3:11] |f:1.2|. Procedure: To a stirred solution of 2-bromo-3-methylbenzylbromide (5.2 g, 0.0197 mol) in methanol (30 ml) was added saturated sodiumbicarbonate (5 ml) and the mixture was refluxed overnight. The mixture was neutralised with acetic acid and the solvent was evaporated under reduced pressure. Chromatography of the residue on silica gel using hexane: methylene chloride (7/3) as eluent gave 4.2 g (99%) of the title compound. The reactants are Cl.C(C1=CC=CC=C1)(C1=CC=CC=C1)[C@@H]1CNCC[C@@H]1OCC1=CC(=CC(=C1)C(F)(F)F)C(F)(F)F (cis-3-Benzhydryl-4-[[3,5-bis(trifluoromethyl)benzyl]oxy]piperidine hydrochloride), C1(=CC=CC=C1)CS(=O)(=O)Cl (α-toluenesulfonyl chloride). Product: C(C1=CC=CC=C1)(C1=CC=CC=C1)[C@@H]1CN(CC[C@@H]1OCC1=CC(=CC(=C1)C(F)(F)F)C(F)(F)F)S(=O)(=O)CC1=CC=CC=C1 (cis-3-Benzhydryl-1-(benzylsulfonyl)-4-[[3,5-bis(trifluoromethyl)benzyl]oxy]piperidine). As a reaction SMILES: Cl.[CH:2]([C@H:15]1[C@@H:20]([O:21][CH2:22][C:23]2[CH:28]=[C:27]([C:29]([F:32])([F:31])[F:30])[CH:26]=[C:25]([C:33]([F:36])([F:35])[F:34])[CH:24]=2)[CH2:19][CH2:18][NH:17][CH2:16]1)([C:9]1[CH:14]=[CH:13][CH:12]=[CH:11][CH:10]=1)[C:3]1[CH:8]=[CH:7][CH:6]=[CH:5][CH:4]=1.[C:37]1([CH2:43][S:44](Cl)(=[O:46])=[O:45])[CH:42]=[CH:41][CH:40]=[CH:39][CH:38]=1>>[CH:2]([C@H:15]1[C@@H:20]([O:21][CH2:22][C:23]2[CH:28]=[C:27]([C:29]([F:30])([F:31])[F:32])[CH:26]=[C:25]([C:33]([F:36])([F:34])[F:35])[CH:24]=2)[CH2:19][CH2:18][N:17]([S:44]([CH2:43][C:37]2[CH:42]=[CH:41][CH:40]=[CH:39][CH:38]=2)(=[O:46])=[O:45])[CH2:16]1)([C:9]1[CH:14]=[CH:13][CH:12]=[CH:11][CH:10]=1)[C:3]1[CH:4]=[CH:5][CH:6]=[CH:7][CH:8]=1 |f:0.1|. Procedure: The compound (28.7 mg) obtained in Example 25 and α-toluenesulfonyl chloride (17.2 mg) were reacted and treated in the same manner as in the method described in Example 30 to obtain the title compound. Starting materials: CN1C=NC=C1 (1-methylimidazole), COC1=C(C=CC(=C1)C(F)(F)F)C1=NC(=NC2=CC(=CC=C12)S(=O)(=O)Cl)C (4-(2-methoxy-4-(trifluoromethyl)phenyl)-2-methylquinazoline-7-sulfonyl chloride), S1C(=NC=C1)N (thiazol-2-amine). Solvent: CO (MeOH), CC#N (MeCN). Reaction conditions: time 2 hour. The product is [NH4+].[OH-] (NH4OH), COC1=C(C=CC(=C1)C(F)(F)F)C1=NC(=NC2=CC(=CC=C12)S(=O)(=O)NC=1SC=CN1)C (4-(2-methoxy-4-(trifluoromethyl)phenyl)-2-methyl-N-(thiazol-2-yl)quinazoline-7-sulfonamide). Yield: 132.1%. As a reaction SMILES: [CH3:1][O:2][C:3]1[CH:8]=[C:7]([C:9]([F:12])([F:11])[F:10])[CH:6]=[CH:5][C:4]=1[C:13]1[C:22]2[C:17](=[CH:18][C:19]([S:23](Cl)(=[O:25])=[O:24])=[CH:20][CH:21]=2)[N:16]=[C:15]([CH3:27])[N:14]=1.[S:28]1[CH:32]=[CH:31][N:30]=[C:29]1[NH2:33].CN1C=CN=C1>CC#N.CO>[NH4+:14].[OH-:2].[CH3:1][O:2][C:3]1[CH:8]=[C:7]([C:9]([F:12])([F:11])[F:10])[CH:6]=[CH:5][C:4]=1[C:13]1[C:22]2[C:17](=[CH:18][C:19]([S:23]([NH:33][C:29]3[S:28][CH:32]=[CH:31][N:30]=3)(=[O:25])=[O:24])=[CH:20][CH:21]=2)[N:16]=[C:15]([CH3:27])[N:14]=1 |f:5.6|. Procedure: A solution of 4-(2-methoxy-4-(trifluoromethyl)phenyl)-2-methylquinazoline-7-sulfonyl chloride (Intermediate QQQQQ; 0.210 g, 0.504 mmol) and thiazol-2-amine (0.252 g, 2.52 mmol) in 5 mL MeCN was flooded with argon, and was treated with 1-methylimidazole (0.040 ml, 0.504 mmol). After stirring for 2 hours, LC/MS showed mostly product, so the reaction mixture was concentrated. Purification of the crude residue by reverse phase column chromatography [Puriflash C18, 30μ, 55 g, 10-100% (0.1% NH4OH in M... Procedure details: 4-Chloro-N-((R)-5,5-dimethyl-2-oxo-azepan-3-yl)-benzenesulfonamide was alkylated using 5-(4-bromomethyl-phenyl)-isoxazole analogous to Example 2c to afford 4-chloro-N-((R)-5,5-dimethyl-2-oxo-azepan-3-yl)-N-(4-isoxazol-5-yl-benzyl)-benzenesulfonamide MS: m/e=488.1 (MH+). RXN SMILES: [Cl:1][C:2]1[CH:7]=[CH:6][C:5]([S:8]([NH:11][C@@H:12]2[CH2:18][C:17]([CH3:20])([CH3:19])[CH2:16][CH2:15][NH:14][C:13]2=[O:21])(=[O:10])=[O:9])=[CH:4][CH:3]=1.Br[CH2:23][C:24]1[CH:29]=[CH:28][C:27]([C:30]2[O:34][N:33]=[CH:32][CH:31]=2)=[CH:26][CH:25]=1>>[Cl:1][C:2]1[CH:3]=[CH:4][C:5]([S:8]([N:11]([C@@H:12]2[CH2:18][C:17]([CH3:19])([CH3:20])[CH2:16][CH2:15][NH:14][C:13]2=[O:21])[CH2:23][C:24]2[CH:29]=[CH:28][C:27]([C:30]3[O:34][N:33]=[CH:32][CH:31]=3)=[CH:26][CH:25]=2)(=[O:10])=[O:9])=[CH:6][CH:7]=1. Starting materials: ClC1=CC=C(C=C1)S(=O)(=O)N[C@H]1C(NCCC(C1)(C)C)=O (4-Chloro-N-((R)-5,5-dimethyl-2-oxo-azepan-3-yl)-benzenesulfonamide), BrCC1=CC=C(C=C1)C1=CC=NO1 (5-(4-bromomethyl-phenyl)-isoxazole). The product is ClC1=CC=C(C=C1)S(=O)(=O)N(CC1=CC=C(C=C1)C1=CC=NO1)[C@H]1C(NCCC(C1)(C)C)=O (4-chloro-N-((R)-5,5-dimethyl-2-oxo-azepan-3-yl)-N-(4-isoxazol-5-yl-benzyl)-benzenesulfonamide).